From a dataset of the Open Reaction Database (ORD), a public repository of structured organic reaction records. describe an organic reaction: reactants, conditions, products, and yield The reactants are C1(=CC=CC=C1)S(=O)(=O)NC=1C=CC(=NC1)CCCC(=O)OC (methyl 4-(5-benzenesulphonamidopyrid-2-yl)-butanoate), [OH-].[Na+] (sodium hydroxide), Cl (hydrochloric acid). The solvent is C(C)O (ethanol). Run at time 1 hour. Yields the product C1(=CC=CC=C1)S(=O)(=O)NC=1C=CC(=NC1)CCCC(=O)O (4-(5-Benzenesulphonamidopyrid-2-yl)butanoic acid). Reaction SMILES: [C:1]1([S:7]([NH:10][C:11]2[CH:12]=[CH:13][C:14]([CH2:17][CH2:18][CH2:19][C:20]([O:22]C)=[O:21])=[N:15][CH:16]=2)(=[O:9])=[O:8])[CH:6]=[CH:5][CH:4]=[CH:3][CH:2]=1.[OH-].[Na+].Cl>C(O)C>[C:1]1([S:7]([NH:10][C:11]2[CH:12]=[CH:13][C:14]([CH2:17][CH2:18][CH2:19][C:20]([OH:22])=[O:21])=[N:15][CH:16]=2)(=[O:9])=[O:8])[CH:2]=[CH:3][CH:4]=[CH:5][CH:6]=1 |f:1.2|. Procedure details: A solution of methyl 4-(5-benzenesulphonamidopyrid-2-yl)-butanoate (1.3 g, 4.2 mmole) in ethanol (25 ml) and 10% w/v sodium hydroxide solution (10 ml) was stirred for 1 hour. The solution was treated with hydrochloric acid and the precipitate was collected by filtration.